This data is from the Open Reaction Database (ORD), a public repository of structured organic reaction records. The task is: describe an organic reaction: reactants, conditions, products, and yield The product is CC(=O)c1ccc2c(c1)C(C)(C)CCS2. Reactants: [Al+3], ClCCl, CC(=O)Cl, CC1(C)CCSc2ccccc21, [Cl-], [Cl-], [Cl-]. RXN SMILES: [Al+3:2].[CH2:21]([Cl:22])[Cl:23].[CH3:5][C:6]([Cl:7])=[O:8].[CH3:9][C:10]1([CH3:20])[CH2:11][CH2:12][S:13][c:14]2[c:15]1[cH:16][cH:17][cH:18][cH:19]2.[Cl-:1].[Cl-:3].[Cl-:4]>>[CH3:5][C:6](=[O:8])[c:17]1[cH:16][c:15]2[c:14]([cH:19][cH:18]1)[S:13][CH2:12][CH2:11][C:10]2([CH3:9])[CH3:20]. Starting materials: C(=O)(C=1NC=CN1)C=1NC=CN1 (carbonyl-diimidazole), C(C1=CC=CC=C1)OC1=CC=C(C(=O)O)C=C1 (4-benzyloxy benzoic acid), Cl.ClCCCN (3-chloropropylamine hydrochloride), C([O-])([O-])=O.[Na+].[Na+] (sodium carbonate). The solvent is CN(C)C=O (DMF), O (water). Reaction conditions: time 45 minute. Yields the product C(C1=CC=CC=C1)OC1=CC=C(C(=O)NCCCCl)C=C1 (4-benzyloxy-N-(3-chloro-propyl)-benzamide). The yield is 81.8%. Reaction SMILES: [CH2:1]([O:8][C:9]1[CH:17]=[CH:16][C:12]([C:13]([OH:15])=O)=[CH:11][CH:10]=1)[C:2]1[CH:7]=[CH:6][CH:5]=[CH:4][CH:3]=1.C(C1NC=CN=1)(C1NC=CN=1)=O.Cl.[Cl:31][CH2:32][CH2:33][CH2:34][NH2:35].C(=O)([O-])[O-].[Na+].[Na+]>O.CN(C=O)C>[CH2:1]([O:8][C:9]1[CH:10]=[CH:11][C:12]([C:13]([NH:35][CH2:34][CH2:33][CH2:32][Cl:31])=[O:15])=[CH:16][CH:17]=1)[C:2]1[CH:3]=[CH:4][CH:5]=[CH:6][CH:7]=1 |f:2.3,4.5.6|. Reported procedure: A mixture of 4-benzyloxy benzoic acid (5.0 g, 21.9 mmol), 1,1,-carbonyl-diimidazole (3.6 g, 1.05 eq.) and DMF (50 ml) was stirred at 50° C. for 1 h. After cooling to r.t., 3-chloropropylamine hydrochloride (3.4 g, 26.1 mmol) and sodium carbonate (3.5 g, 32.0 mmol) were added and stirring continued for 45 min. After the addition of water, the mixture was extracted with ether. The organic layer was dried (Na2SO4), filtered and evaporated to give 4-benzyloxy-N-(3-chloro-propyl)-benzamide (5.44 g, 8...